Dataset: the Open Reaction Database (ORD), a public repository of structured organic reaction records. Task: describe an organic reaction: reactants, conditions, products, and yield Reactants: O=C([O-])O, ClCCl, Cl, Cl, O=C(Cl)c1ccc([N+](=O)[O-])cc1, NC1CCN(CCCOc2ccc3c4c(c(=O)oc3c2)CCC4)CC1, [Na+]. The product is O=C(NC1CCN(CCCOc2ccc3c4c(c(=O)oc3c2)CCC4)CC1)c1ccc([N+](=O)[O-])cc1. As a reaction SMILES: [C:28](=[O:29])([OH:30])[O-:31].[Cl:45][CH2:46][Cl:47].[ClH:1].[ClH:2].[N+:33](=[O:34])([O-:35])[c:36]1[cH:37][cH:38][c:39]([C:40](=[O:41])[Cl:42])[cH:43][cH:44]1.[NH2:3][CH:4]1[CH2:5][CH2:6][N:7]([CH2:10][CH2:11][CH2:12][O:13][c:14]2[cH:15][c:16]3[c:17]([c:18]4[c:19]([c:20](=[O:22])[o:21]3)[CH2:23][CH2:24][CH2:25]4)[cH:26][cH:27]2)[CH2:8][CH2:9]1.[Na+:32]>>[NH:3]([CH:4]1[CH2:5][CH2:6][N:7]([CH2:10][CH2:11][CH2:12][O:13][c:14]2[cH:15][c:16]3[c:17]([c:18]4[c:19]([c:20](=[O:22])[o:21]3)[CH2:23][CH2:24][CH2:25]4)[cH:26][cH:27]2)[CH2:8][CH2:9]1)[C:40]([c:39]1[cH:38][cH:37][c:36]([N+:33](=[O:34])[O-:35])[cH:44][cH:43]1)=[O:41]. Reactants: FC(C(=O)O)(F)F.N[C@@H](CC(C)C)C(=O)NC1=CC=C2C=C(C(OC2=C1)=O)C1=CC=CC=C1 (7-(L-Leucinamido)-3-phenylcoumarin Trifluoroacetate), Cl (hydrogen chloride). The solvent is CCOCC.CO (ether methanol). Product: Cl.N[C@@H](CC(C)C)C(=O)NC1=CC=C2C=C(C(OC2=C1)=O)C1=CC=CC=C1 (7-(L-Leucinamido)-3-phenylcoumarin Hydrochloride). As a reaction SMILES: FC(F)(F)C(O)=O.[NH2:8][C@H:9]([C:14]([NH:16][C:17]1[CH:26]=[C:25]2[C:20]([CH:21]=[C:22]([C:28]3[CH:33]=[CH:32][CH:31]=[CH:30][CH:29]=3)[C:23](=[O:27])[O:24]2)=[CH:19][CH:18]=1)=[O:15])[CH2:10][CH:11]([CH3:13])[CH3:12].[ClH:34]>CCOCC.CO>[ClH:34].[NH2:8][C@H:9]([C:14]([NH:16][C:17]1[CH:26]=[C:25]2[C:20]([CH:21]=[C:22]([C:28]3[CH:29]=[CH:30][CH:31]=[CH:32][CH:33]=3)[C:23](=[O:27])[O:24]2)=[CH:19][CH:18]=1)=[O:15])[CH2:10][CH:11]([CH3:12])[CH3:13] |f:0.1,3.4,5.6|. Reported procedure: The product of Example III, above, was dissolved in 9/1 ether/methanol and treated with hydrogen chloride gas until no more solid precipitated. The solid was redissolved in methanol and precipitated by addition of ether and dried overnight at room temperature and 0.1 Pa; mp 256.3° with decomposition. Reactants: CC(C)(C)OC(=O)c1ccc(CCc2ccccc2)cc1Nc1ccc(F)cc1F, O=C(O)C(F)(F)F. The product is O=C(O)c1ccc(CCc2ccccc2)cc1Nc1ccc(F)cc1F. Reaction SMILES: [F:1][c:2]1[c:3]([NH:4][c:5]2[c:6]([C:7](=[O:8])[O:9][C:10]([CH3:11])([CH3:12])[CH3:13])[cH:14][cH:15][c:16]([CH2:18][CH2:19][c:20]3[cH:21][cH:22][cH:23][cH:24][cH:25]3)[cH:17]2)[cH:26][cH:27][c:28]([F:30])[cH:29]1.[OH:31][C:32]([C:33]([F:34])([F:35])[F:36])=[O:37]>>[F:1][c:2]1[c:3]([NH:4][c:5]2[c:6]([C:7](=[O:8])[OH:9])[cH:14][cH:15][c:16]([CH2:18][CH2:19][c:20]3[cH:21][cH:22][cH:23][cH:24][cH:25]3)[cH:17]2)[cH:26][cH:27][c:28]([F:30])[cH:29]1. Reactants: ClC1=NC=C(C=C1F)F (2-chloro-3,5-difluoropyridine), CC1=C(C=C(N)C=C1)B1OC(C(O1)(C)C)(C)C (4-methyl-3-(4,4,5,5-tetramethyl-1,3,2-dioxaborolan-2-yl)aniline), C1(=CC=CC=C1)C (toluene), C(=O)([O-])[O-].[Na+].[Na+] (Na2CO3). The reagents and catalysts are C=1C=CC(=CC1)[P](C=2C=CC=CC2)(C=3C=CC=CC3)[Pd]([P](C=4C=CC=CC4)(C=5C=CC=CC5)C=6C=CC=CC6)([P](C=7C=CC=CC7)(C=8C=CC=CC8)C=9C=CC=CC9)[P](C=1C=CC=CC1)(C=1C=CC=CC1)C=1C=CC=CC1 (Pd(PPh3)4). The solvent is C(C)O (ethanol), C(C)(=O)OCC (ethyl acetate). Yields the product FC=1C(=NC=C(C1)F)C=1C=C(N)C=CC1C (3-(3,5-difluoropyridin-2-yl)-4-methylaniline). Reaction SMILES: Cl[C:2]1[C:7]([F:8])=[CH:6][C:5]([F:9])=[CH:4][N:3]=1.[CH3:10][C:11]1[CH:17]=[CH:16][C:14]([NH2:15])=[CH:13][C:12]=1B1OC(C)(C)C(C)(C)O1.C1(C)C=CC=CC=1.C([O-])([O-])=O.[Na+].[Na+]>C(OCC)(=O)C.C1C=CC([P]([Pd]([P](C2C=CC=CC=2)(C2C=CC=CC=2)C2C=CC=CC=2)([P](C2C=CC=CC=2)(C2C=CC=CC=2)C2C=CC=CC=2)[P](C2C=CC=CC=2)(C2C=CC=CC=2)C2C=CC=CC=2)(C2C=CC=CC=2)C2C=CC=CC=2)=CC=1.C(O)C>[F:8][C:7]1[C:2]([C:12]2[CH:13]=[C:14]([CH:16]=[CH:17][C:11]=2[CH3:10])[NH2:15])=[N:3][CH:4]=[C:5]([F:9])[CH:6]=1 |f:3.4.5,^1:49,51,70,89|. Procedure: To a round bottom flask is added 2-chloro-3,5-difluoropyridine (1.5 g, 10 mmol), 4-methyl-3-(4,4,5,5-tetramethyl-1,3,2-dioxaborolan-2-yl)aniline (2.2 g, 10 mmol), Pd(PPh3)4 (300 mg, 0.26 mmol), toluene (60 mL), ethanol (20 mL) and 2M Na2CO3 (20 mL, 40 mmol). The reaction is stirred under reflux condition for 15 hours. After cooling, the reaction mixture is diluted with ethyl acetate, washed with brine and dried over Na2SO4. The organic phase is then dried by rotary evaporation. The crude product... Reactants: COC=1C=C(C(=N)N)C=CC1OCC1=CC=C(C=C1)CN1C(C=2C(C1=O)=CC=CC2)=O (3-methoxy-4-(4-phthalimidomethylbenzyloxy)benzamidine), CS(=O)(=O)O (methanesulfonic acid), CCOCC (ether). Run in CO (methanol). Product: CS(=O)(=O)O.COC=1C=C(C(=N)N)C=CC1OCC1=CC=C(C=C1)CN1C(C=2C(C1=O)=CC=CC2)=O (3-methoxy-4-(4-phthalimidomethylbenzyloxy)benzamidine methanesulfonate). Reaction SMILES: [CH3:1][O:2][C:3]1[CH:4]=[C:5]([CH:9]=[CH:10][C:11]=1[O:12][CH2:13][C:14]1[CH:19]=[CH:18][C:17]([CH2:20][N:21]2[C:25](=[O:26])[C:24]3=[CH:27][CH:28]=[CH:29][CH:30]=[C:23]3[C:22]2=[O:31])=[CH:16][CH:15]=1)[C:6]([NH2:8])=[NH:7].[CH3:32][S:33]([OH:36])(=[O:35])=[O:34].CCOCC>CO>[CH3:32][S:33]([OH:36])(=[O:35])=[O:34].[CH3:1][O:2][C:3]1[CH:4]=[C:5]([CH:9]=[CH:10][C:11]=1[O:12][CH2:13][C:14]1[CH:15]=[CH:16][C:17]([CH2:20][N:21]2[C:22](=[O:31])[C:23]3=[CH:30][CH:29]=[CH:28][CH:27]=[C:24]3[C:25]2=[O:26])=[CH:18][CH:19]=1)[C:6]([NH2:8])=[NH:7] |f:4.5|. Reported procedure: To a mixture of 100 ml of chloroform and 100 ml of anhydrous methanol, was added 3.0 g of methyl 3-methoxy-4-(4-phthalimidomethylbenzyloxy)benzimidate hydrochloride followed by 16 ml of a methanol solution of anhydrous ammonia (22 mg/ml). The mixture was stirred for 24 hours and then evaporated to dryness. The residue was dissolved in methanol, then poured into a large volume of chloroform, and filtered from precipitated colorless solids. The filtrate was evaporated to dryness and the residue wa... The reactants are CC(=O)O, CN(C)C, COc1ccc(CCl)cc1[N+](=O)[O-], O. The product is COc1ccc(C[N+](C)(C)C)cc1[N+](=O)[O-], [Cl-]. As a reaction SMILES: [CH3:18][C:19](=[O:20])[OH:21].[CH3:1][N:2]([CH3:3])[CH3:4].[CH3:5][O:6][c:7]1[c:8]([N+:15](=[O:16])[O-:17])[cH:9][c:10]([CH2:11][Cl:12])[cH:13][cH:14]1.[OH2:22]>>[CH3:1][N+:2]([CH3:3])([CH3:4])[CH2:11][c:10]1[cH:9][c:8]([N+:15](=[O:16])[O-:17])[c:7]([O:6][CH3:5])[cH:14][cH:13]1.[Cl-:12].